This data is from the Open Reaction Database (ORD), a public repository of structured organic reaction records. The task is: describe an organic reaction: reactants, conditions, products, and yield Reactants: [N+](=O)([O-])C=1C=C(C=CC1)CC(=O)O (3-nitrophenylacetic acid), Cl.C(C)OC([C@@H](N)CCSC)=O (methionine ethyl ester hydrochloride). Product: C(C)OC([C@@H](NC(CC1=CC(=CC=C1)[N+](=O)[O-])=O)CCSC)=O (N-[(3-nitrophenyl)acetyl]methionine ethyl ester). Procedure: Following General Procedure BG above and using 3-nitrophenylacetic acid (Aldrich) and methionine ethyl ester hydrochloride (Aldrich), the title compound was prepared. The reaction was monitored by tlc on silica gel and purification was by recrystallization from butyl chloride. As a reaction SMILES: [N+:1]([C:4]1[CH:5]=[C:6]([CH2:10][C:11]([OH:13])=O)[CH:7]=[CH:8][CH:9]=1)([O-:3])=[O:2].Cl.[CH2:15]([O:17][C:18](=[O:25])[C@H:19]([CH2:21][CH2:22][S:23][CH3:24])[NH2:20])[CH3:16]>>[CH2:15]([O:17][C:18](=[O:25])[C@H:19]([CH2:21][CH2:22][S:23][CH3:24])[NH:20][C:11](=[O:13])[CH2:10][C:6]1[CH:7]=[CH:8][CH:9]=[C:4]([N+:1]([O-:3])=[O:2])[CH:5]=1)[CH3:16] |f:1.2|.